From a dataset of the Open Reaction Database (ORD), a public repository of structured organic reaction records. describe an organic reaction: reactants, conditions, products, and yield Reactants: BrC1=C(SC=C1)C(=O)O (3-bromothiophene-2-carboxylic acid), BrC1=C(SC=C1)C(=O)O (3-bromothiophene-2-carboxylic acid), CO (methanol). Yields the product BrC1=C(SC=C1)C(=O)OC (Methyl 3-bromothiophene-2-carboxylate). As a reaction SMILES: [Br:1][C:2]1[CH:6]=[CH:5][S:4][C:3]=1[C:7]([OH:9])=[O:8].[CH3:10]O>>[Br:1][C:2]1[CH:6]=[CH:5][S:4][C:3]=1[C:7]([O:9][CH3:10])=[O:8]. Procedure details: The 3-bromothiophene-2-carboxylic acid was first protected at the carboxylic group. 3-bromothiophene-2-carboxylic acid was dissolved in methanol containing catalytic DCC. Mixture was reacted by refluxing overnight. After solvent was evaporated, the residues were applied on silica gel. Methyl 3-bromothiophene-2-carboxylate was obtained as a colorless liquid. Reactants: COC1=CC=C(C=C1)NC1CCN(CC1)[C@@H](CC#N)C ((R)-3-[4-(4-methoxy-phenylamino)-piperidin-1-yl]-butyronitrile), CCN(C(C)C)C(C)C (DIPEA), C1CCOC1 (THF), C1CCOC1 (THF). Conditions: temperature 0 celsius, time 30 minute. The product is C(#N)C[C@@H](C)N1CCC(CC1)N(C(C1=CN=CC=C1)=O)C1=CC=C(C=C1)OC (N-[(R)-1-(2-cyano-1-methyl-ethyl)piperidin-4-yl]-N-(4-methoxy-phenyl)-nicotinamide). Yield: 81.0%. RXN SMILES: [CH3:1][O:2][C:3]1[CH:8]=[CH:7][C:6]([NH:9][CH:10]2[CH2:15][CH2:14][N:13]([C@H:16]([CH3:20])[CH2:17][C:18]#[N:19])[CH2:12][CH2:11]2)=[CH:5][CH:4]=1.C[CH2:22][N:23](C(C)C)[CH:24](C)C.[CH2:30]1[CH2:34][O:33][CH2:32][CH2:31]1>>[C:18]([CH2:17][C@H:16]([N:13]1[CH2:14][CH2:15][CH:10]([N:9]([C:6]2[CH:5]=[CH:4][C:3]([O:2][CH3:1])=[CH:8][CH:7]=2)[C:34](=[O:33])[C:30]2[CH:31]=[CH:32][CH:24]=[N:23][CH:22]=2)[CH2:11][CH2:12]1)[CH3:20])#[N:19]. Reported procedure: The residue was suspended in THF (30 mL) and cooled to 0° C. A solution of (R)-3-[4-(4-methoxy-phenylamino)-piperidin-1-yl]-butyronitrile (1.09 g, 1 eq.) and DIPEA (1.5 mL, 2 eq.) in THF (10 mL) was added drop-wise and the mixture was stirred at 0° C. for 30 min. The reaction was quenched with saturated NaHCO3 (50 mL) and extracted with DCM (150 mL in 3 extracts). The organic layer was washed once with saturated NaHCO3 (20 mL), dried with Na2SO4 and filtered through a silica plug (35 mL glass fr... Procedure: In a manner similar to the method described in Example 3, 2-hydroxyethyl 4-((2R,3S,4R,5S)-3-(3-chloro-2-fluorophenyl)-4-(4-chloro-2-fluorophenyl)-4-cyano-5-neopentylpyrrolidine-2-carboxamido)-3-methoxybenzoate was reacted with 2-(tert-butoxycarbonyl(methyl)amino)-acetic acid to give 4-{[(2R,3S,4R,5S)-4-(4-chloro-2-fluoro-phenyl)-3-(3-chloro-2-fluoro-phenyl)-4-cyano-5-(2,2-dimethyl-propyl)-pyrrolidine-2-carbonyl]-amino}-3-methoxy-benzoic acid 2-[2-(tert-butoxycarbonyl-methyl-amino)-acetoxy]-ethyl... Reactants: ClC=1C(=C(C=CC1)[C@H]1[C@@H](N[C@H]([C@]1(C#N)C1=C(C=C(C=C1)Cl)F)CC(C)(C)C)C(=O)NC1=C(C=C(C(=O)OCCO)C=C1)OC)F (2-hydroxyethyl 4-((2R,3S,4R,5S)-3-(3-chloro-2-fluorophenyl)-4-(4-chloro-2-fluorophenyl)-4-cyano-5-neopentylpyrrolidine-2-carboxamido)-3-methoxybenzoate), C(C)(C)(C)OC(=O)N(CC(=O)O)C (2-(tert-butoxycarbonyl(methyl)amino)-acetic acid). RXN SMILES: [Cl:1][C:2]1[C:3]([F:45])=[C:4]([C@@H:8]2[C@:12]([C:15]3[CH:20]=[CH:19][C:18]([Cl:21])=[CH:17][C:16]=3[F:22])([C:13]#[N:14])[C@H:11]([CH2:23][C:24]([CH3:27])([CH3:26])[CH3:25])[NH:10][C@H:9]2[C:28]([NH:30][C:31]2[CH:42]=[CH:41][C:34]([C:35]([O:37][CH2:38][CH2:39][OH:40])=[O:36])=[CH:33][C:32]=2[O:43][CH3:44])=[O:29])[CH:5]=[CH:6][CH:7]=1.[C:46]([O:50][C:51]([N:53]([CH3:58])[CH2:54][C:55](O)=[O:56])=[O:52])([CH3:49])([CH3:48])[CH3:47]>>[C:46]([O:50][C:51]([N:53]([CH3:58])[CH2:54][C:55]([O:40][CH2:39][CH2:38][O:37][C:35](=[O:36])[C:34]1[CH:41]=[CH:42][C:31]([NH:30][C:28]([C@H:9]2[C@H:8]([C:4]3[CH:5]=[CH:6][CH:7]=[C:2]([Cl:1])[C:3]=3[F:45])[C@:12]([C:15]3[CH:20]=[CH:19][C:18]([Cl:21])=[CH:17][C:16]=3[F:22])([C:13]#[N:14])[C@H:11]([CH2:23][C:24]([CH3:25])([CH3:26])[CH3:27])[NH:10]2)=[O:29])=[C:32]([O:43][CH3:44])[CH:33]=1)=[O:56])=[O:52])([CH3:49])([CH3:48])[CH3:47]. Product: C(C)(C)(C)OC(=O)N(CC(=O)OCCOC(C1=CC(=C(C=C1)NC(=O)[C@@H]1N[C@H]([C@]([C@H]1C1=C(C(=CC=C1)Cl)F)(C#N)C1=C(C=C(C=C1)Cl)F)CC(C)(C)C)OC)=O)C (4-{[(2R,3S,4R,5S)-4-(4-chloro-2-fluoro-phenyl)-3-(3-chloro-2-fluoro-phenyl)-4-cyano-5-(2,2-dimethyl-propyl)-pyrrolidine-2-carbonyl]-amino}-3-methoxy-benzoic acid 2-[2-(tert-butoxycarbonyl-methyl-amino)-acetoxy]-ethyl ester).